Dataset: the Open Reaction Database (ORD), a public repository of structured organic reaction records. Task: describe an organic reaction: reactants, conditions, products, and yield The reactants are CN1CCC(CC1)=O (1-methyl-4-piperidone), Cl (hydrochloric acid), ClC1=CC=C2C(=N1)C=CN2 (5-chloropyrrolo-[3,2-b]pyridine), [Na] (sodium), [Na] (sodium). Solvent: CO (methanol). Reaction conditions: temperature 0 celsius. Product: ClC1=CC=C2C(=N1)C(=CN2)C=2CCN(CC2)C (5-chloro-3-(1-methyl-1,2,3,6-tetrahydropyridin-4-yl)pyrrolo[3,2-b]pyridine). Isolated yield 28.2%. As a reaction SMILES: [Cl:1][C:2]1[N:7]=[C:6]2[CH:8]=[CH:9][NH:10][C:5]2=[CH:4][CH:3]=1.[Na].[CH3:12][N:13]1[CH2:18][CH2:17][C:16](=O)[CH2:15][CH2:14]1.Cl>CO>[Cl:1][C:2]1[N:7]=[C:6]2[C:8]([C:16]3[CH2:17][CH2:18][N:13]([CH3:12])[CH2:14][CH:15]=3)=[CH:9][NH:10][C:5]2=[CH:4][CH:3]=1 |^1:10|. Reported procedure: To a solution of 0.66 gm (4.3 mMol) 5-chloropyrrolo-[3,2-b]pyridine in 50 mL methanol were added 1.09 gm (47.6 mMol) sodium. The reaction mixture was stirred until all of the sodium had dissolved and then 1.6 mL (13 mMol) 1-methyl-4-piperidone were added. The reaction mixture was stirred at reflux for 7.5 hours and was then cooled to 0° C. To this mixture were then added hydrochloric acid until the pH of the solution was about 8. The reaction mixture was then concentrated under reduced pressure ... Starting materials: CC(=O)OCC(=O)Nc1nc2cc(C)c(C)cc2s1, CO, N. Yields the product Cc1cc2nc(NC(=O)CO)sc2cc1C. As a reaction SMILES: [C:1](=[O:2])([CH3:3])[O:4][CH2:5][C:6](=[O:7])[NH:8][c:9]1[s:10][c:11]2[c:12]([n:13]1)[cH:14][c:15]([CH3:19])[c:16]([CH3:18])[cH:17]2.[CH3:21][OH:22].[NH3:20]>>[OH:4][CH2:5][C:6](=[O:7])[NH:8][c:9]1[s:10][c:11]2[c:12]([n:13]1)[cH:14][c:15]([CH3:19])[c:16]([CH3:18])[cH:17]2. Reaction SMILES: [C:9](=[O:10])([O-:11])[O-:12].[Cl:15][c:16]1[cH:17][cH:18][c:19]([S:22](=[O:23])(=[O:24])[C:25]([F:26])([F:27])[F:28])[cH:20][cH:21]1.[K+:13].[K+:14].[OH2:29].[c:1]1([NH2:8])[cH:2][cH:3][c:4]([NH2:7])[cH:5][cH:6]1>>[c:1]1([NH2:8])[cH:2][cH:3][c:4]([NH:7][c:16]2[cH:17][cH:18][c:19]([S:22](=[O:23])(=[O:24])[C:25]([F:26])([F:27])[F:28])[cH:20][cH:21]2)[cH:5][cH:6]1. Starting materials: O=C([O-])[O-], O=S(=O)(c1ccc(Cl)cc1)C(F)(F)F, [K+], [K+], O, Nc1ccc(N)cc1. The product is Nc1ccc(Nc2ccc(S(=O)(=O)C(F)(F)F)cc2)cc1. The reactants are C1CCOC1, Cc1ccc(N=C=O)cn1, CC1CN(Cc2cccc(N)c2F)CCN1C(=O)OCc1ccccc1. Product: Cc1ccc(NC(=O)Nc2cccc(CN3CCN(C(=O)OCc4ccccc4)C(C)C3)c2F)cn1. Reaction SMILES: [CH2:37]1[O:38][CH2:39][CH2:40][CH2:41]1.[N:27](=[C:28]=[O:29])[c:30]1[cH:31][cH:32][c:33]([CH3:36])[n:34][cH:35]1.[NH2:1][c:2]1[c:3]([F:26])[c:4]([CH2:5][N:6]2[CH2:7][CH:8]([CH3:22])[N:9]([C:12](=[O:13])[O:14][CH2:15][c:16]3[cH:17][cH:18][cH:19][cH:20][cH:21]3)[CH2:10][CH2:11]2)[cH:23][cH:24][cH:25]1>>[NH:1]([c:2]1[c:3]([F:26])[c:4]([CH2:5][N:6]2[CH2:7][CH:8]([CH3:22])[N:9]([C:12](=[O:13])[O:14][CH2:15][c:16]3[cH:17][cH:18][cH:19][cH:20][cH:21]3)[CH2:10][CH2:11]2)[cH:23][cH:24][cH:25]1)[C:28]([NH:27][c:30]1[cH:31][cH:32][c:33]([CH3:36])[n:34][cH:35]1)=[O:29]. Reactants: ClC1=CC=C2C=C(N=C(C2=C1)O)N(C)C1=CC=C(C=C1)O (4-[N-(7-chloro-1-hydroxyisoquinolin-3-yl)-N-methylamino]phenol), P(=O)(Cl)(Cl)Cl (phosphorus oxychloride), ice water. Product: ClC1=NC(=CC2=CC=C(C=C12)Cl)N(C)C1=CC=C(C=C1)O (4-[N-(1,7-dichloroisoquinolin-3-yl)-N-methylamino]phenol). As a reaction SMILES: [Cl:1][C:2]1[CH:11]=[C:10]2[C:5]([CH:6]=[C:7]([N:13]([C:15]3[CH:20]=[CH:19][C:18]([OH:21])=[CH:17][CH:16]=3)[CH3:14])[N:8]=[C:9]2O)=[CH:4][CH:3]=1.P(Cl)(Cl)([Cl:24])=O>>[Cl:24][C:9]1[C:10]2[C:5](=[CH:4][CH:3]=[C:2]([Cl:1])[CH:11]=2)[CH:6]=[C:7]([N:13]([C:15]2[CH:20]=[CH:19][C:18]([OH:21])=[CH:17][CH:16]=2)[CH3:14])[N:8]=1. Procedure: A mixture of 4-[N-(7-chloro-1-hydroxyisoquinolin-3-yl)-N-methylamino]phenol (4.0 g) and phosphorus oxychloride was heated under reflux for approximately 10 minutes at which stage a clear solution had been obtained. The mixture was cooled and poured into ice-water. The precipitated solid was collected and purified by column chromatography over silica gel (eluant dichloromethane/ethyl acetate; 90:10) to give 4-[N-(1,7-dichloroisoquinolin-3-yl)-N-methylamino]phenol (2.57 g) as a yellow crystalline ... Isolated yield 36.3%. RXN SMILES: [Cl:1][C:2]1[CH:7]=[CH:6][CH:5]=[CH:4][C:3]=1[C:8]1[C:9](=[O:24])[N:10]([C:18]2[CH:23]=[CH:22][CH:21]=[CH:20][CH:19]=2)[CH:11]=[C:12]([C:14](OC)=[O:15])[CH:13]=1.BrC1C(=O)N(C2C=CC=CC=2)C=C(C(OC)=O)C=1.Cl.C(=O)([O-])O.[Na+]>C1(C)C=CC=CC=1.O1CCCC1>[Cl:1][C:2]1[CH:7]=[CH:6][CH:5]=[CH:4][C:3]=1[C:8]1[C:9](=[O:24])[N:10]([C:18]2[CH:19]=[CH:20][CH:21]=[CH:22][CH:23]=2)[CH:11]=[C:12]([CH2:14][OH:15])[CH:13]=1 |f:3.4|. Procedure details: 36 mg of 3-(2-chlorophenyl)-5-methoxycarbonyl-1-phenyl-1,2-dihydropyridin-2-one synthesized by the method of Referential Example 3 from 3-bromo-5-methoxycarbonyl-1-phenyl-1,2-dihydropyridin-2-one and 2-chloroboronic acid, was dissolved in 20 ml of toluene. After cooling to −78° C., 0.1 ml diisopropyl aluminumhydride (1.5M tetrahydrofuran solution) was added dropwise thereinto. While heating from −78° C. to room temperature, the mixture was stirred overnight. Then, 1N hydrochloric acid was added ... The reactants are ClC1=C(C=CC=C1)C=1C(N(C=C(C1)C(=O)OC)C1=CC=CC=C1)=O (3-(2-chlorophenyl)-5-methoxycarbonyl-1-phenyl-1,2-dihydropyridin-2-one), BrC=1C(N(C=C(C1)C(=O)OC)C1=CC=CC=C1)=O (3-bromo-5-methoxycarbonyl-1-phenyl-1,2-dihydropyridin-2-one), 2-chloroboronic acid, Cl (hydrochloric acid), C(O)([O-])=O.[Na+] (sodium hydrogen carbonate). The product is ClC1=C(C=CC=C1)C=1C(N(C=C(C1)CO)C1=CC=CC=C1)=O (3-(2-Chlorophenyl)-5-hydroxymethyl-1-phenyl-1,2-dihydropyridin-2-one). Run at temperature -78 celsius, time 8 hour. Run in O1CCCC1 (tetrahydrofuran), C1(=CC=CC=C1)C (toluene). Starting materials: COC(=O)C(COC(C)(C)C)N(Cc1ccc2[nH]ccc2c1)S(=O)(=O)c1c(C)cc(OC)c(C)c1C, CO, Cl, [Li+], C1CCOC1, [OH-], O, O. Product: COc1cc(C)c(S(=O)(=O)N(Cc2ccc3[nH]ccc3c2)C(COC(C)(C)C)C(=O)O)c(C)c1C. As a reaction SMILES: [CH3:1][O:2][C:3]([CH:4]([CH2:5][O:6][C:7]([CH3:8])([CH3:9])[CH3:10])[N:11]([CH2:12][c:13]1[cH:14][c:15]2[cH:16][cH:17][nH:18][c:19]2[cH:20][cH:21]1)[S:22](=[O:23])(=[O:24])[c:25]1[c:26]([CH3:35])[c:27]([CH3:34])[c:28]([O:32][CH3:33])[cH:29][c:30]1[CH3:31])=[O:36].[CH3:46][OH:47].[ClH:40].[Li+:38].[O:41]1[CH2:42][CH2:43][CH2:44][CH2:45]1.[OH-:37].[OH2:39].[OH2:48]>>[O:2]=[C:3]([CH:4]([CH2:5][O:6][C:7]([CH3:8])([CH3:9])[CH3:10])[N:11]([CH2:12][c:13]1[cH:14][c:15]2[cH:16][cH:17][nH:18][c:19]2[cH:20][cH:21]1)[S:22](=[O:23])(=[O:24])[c:25]1[c:26]([CH3:35])[c:27]([CH3:34])[c:28]([O:32][CH3:33])[cH:29][c:30]1[CH3:31])[OH:36].